This data is from the Open Reaction Database (ORD), a public repository of structured organic reaction records. The task is: describe an organic reaction: reactants, conditions, products, and yield The reactants are R(+)-Rasagiline mesylate, C1(=CC=CC=C1)S(=O)(=O)OCC#C (propargyl benzenesulfonate), NC1CCC2=CC=CC=C12 (racemic 1-aminoindan), [OH-].[Na+] (sodium hydroxide). Solvent: C1(=CC=CC=C1)C (toluene). Product: C#CCN[C@@H]1CCC2=C1C=CC=C2 (Rasagiline). As a reaction SMILES: [C:1]1(S(OCC#C)(=O)=O)[CH:6]=CC=C[CH:2]=1.[NH2:14][CH:15]1[C:23]2[C:18](=[CH:19][CH:20]=[CH:21][CH:22]=2)[CH2:17][CH2:16]1.[OH-].[Na+]>C1(C)C=CC=CC=1>[CH:2]#[C:1][CH2:6][NH:14][C@H:15]1[C:23]2[CH:22]=[CH:21][CH:20]=[CH:19][C:18]=2[CH2:17][CH2:16]1 |f:2.3|. Reported procedure: U.S. Pat. No. 5,532,415 discloses process for preparation of R(+)-Rasagiline mesylate which comprises treating a solution of propargyl benzenesulfonate (3) and racemic aminoindan (2) in toluene with aqueous solution of 15% sodium hydroxide to get racemic Rasagiline base (4). The obtained crude racemic Rasagiline is treated with L-tartaric acid in isopropanol (IPA) to get di(R-(+)-N-propargyl-1-aminoindan)-L-tartrate (5) which is recrystallized from 1:1 methanol/isopropanol. The obtained tartrate... Product: NC1=CC=C(C=N1)C#CC=1C(=NC=CC1C1=CC(=C(C(=O)O)C=C1)F)CC (4-[3-(6-Amino-pyridin-3-ylethynyl)-2-ethyl-pyridin-4-yl]-2-fluoro-benzoic acid). The solvent is C1CCOC1 (THF). As a reaction SMILES: C[O:2][C:3](=[O:28])[C:4]1[CH:9]=[CH:8][C:7]([C:10]2[CH:15]=[CH:14][N:13]=[C:12]([CH2:16][CH3:17])[C:11]=2[C:18]#[C:19][C:20]2[CH:21]=[N:22][C:23]([NH2:26])=[CH:24][CH:25]=2)=[CH:6][C:5]=1[F:27].[OH-].[Na+]>C1COCC1>[NH2:26][C:23]1[N:22]=[CH:21][C:20]([C:19]#[C:18][C:11]2[C:12]([CH2:16][CH3:17])=[N:13][CH:14]=[CH:15][C:10]=2[C:7]2[CH:8]=[CH:9][C:4]([C:3]([OH:28])=[O:2])=[C:5]([F:27])[CH:6]=2)=[CH:25][CH:24]=1 |f:1.2|. Starting materials: COC(C1=C(C=C(C=C1)C1=C(C(=NC=C1)CC)C#CC=1C=NC(=CC1)N)F)=O (4-[3-(6-Amino-pyridin-3-ylethynyl)-2-ethyl-pyridin-4-yl]-2-fluoro-benzoic acid methyl ester), [OH-].[Na+] (NaOH). Procedure details: The title compound is synthesized according to general procedure GP4 starting from 2.36 g (6.3 mmol) 4-[3-(6-Amino-pyridin-3-ylethynyl)-2-ethyl-pyridin-4-yl]-2-fluoro-benzoic acid methyl ester (A-37) using 9.4 mL (9.4 mmoL) 1N NaOH in 40 mL THF. The reaction mixture is stirred for 2 h at 95° C. The solvent is removed under reduced pressure, the crude product is taken up with water and the pH is adjusted to 5 (with 1N HCl). The precipitate is collected by filtration. Yield after drying: 2.2 g (97... Run at temperature 95 celsius, time 2 hour. Reactants: NCCCCOC1=C(C(=O)OC)C(=CC=C1)O (Methyl 2-(4-aminobutoxy)-6-hydroxybenzoate), C(C)(=O)N[C@@H](CC1=CC(=C(C=C1)N(C1=C(C=CC=C1)C(=O)OC(C1=CC=CC=C1)C1=CC=CC=C1)C(C(=O)OCC1=CC=CC=C1)=O)CC)C(=O)O (N-acetyl-4-{2-[(benzhydryloxy)carbonyl][(benzyloxy)(oxo)acetyl]anilino}-3-ethylphenylalanine), F[B-](F)(F)F.N1(N=NC2=C1C=CC=C2)OC(=[N+](C)C)N(C)C (2-(1H-benzotriazole-1-yl)-1,1,3,3-tetramethyluronium tetrafluoroborate), C(C)(C)N(CC)C(C)C (diisopropylethylamine). Run in CN(C=O)C (N,N-dimethylformamide), C(C)(=O)OCC (ethyl acetate). Yields the product C(C)(=O)NC(C(=O)NCCCCCOC1=C(C(=O)OC)C(=CC=C1)O)CC1=CC(=C(C=C1)N(C1=C(C=CC=C1)C(=O)OC(C1=CC=CC=C1)C1=CC=CC=C1)C(C(=O)OCC1=CC=CC=C1)=O)CC (methyl 2-[(5-{[2-(acetylamino)-3-(4-{2-[(benzhydryloxy)carbonyl][(benzyloxy)(oxo)acetyl]anilino}-3-ethylphenyl)propanoyl]amino}pentyl)oxy]-6-hydroxybenzoate). The yield is 57.8%. As a reaction SMILES: N[CH2:2][CH2:3][CH2:4][CH2:5][O:6][C:7]1[CH:16]=[CH:15][CH:14]=[C:13]([OH:17])[C:8]=1[C:9]([O:11][CH3:12])=[O:10].[C:18]([NH:21][C@H:22]([C:67]([OH:69])=O)[CH2:23][C:24]1[CH:29]=[CH:28][C:27]([N:30]([C:53](=[O:64])[C:54]([O:56][CH2:57][C:58]2[CH:63]=[CH:62][CH:61]=[CH:60][CH:59]=2)=[O:55])[C:31]2[CH:36]=[CH:35][CH:34]=[CH:33][C:32]=2[C:37]([O:39][CH:40]([C:47]2[CH:52]=[CH:51][CH:50]=[CH:49][CH:48]=2)[C:41]2[CH:46]=[CH:45][CH:44]=[CH:43][CH:42]=2)=[O:38])=[C:26]([CH2:65][CH3:66])[CH:25]=1)(=[O:20])[CH3:19].F[B-](F)(F)F.[N:75]1(OC(N(C)C)=[N+](C)C)[C:79]2C=CC=CC=2N=N1.C(N(C(C)C)CC)(C)C>CN(C)C=O.C(OCC)(=O)C>[C:18]([NH:21][CH:22]([CH2:23][C:24]1[CH:29]=[CH:28][C:27]([N:30]([C:53](=[O:64])[C:54]([O:56][CH2:57][C:58]2[CH:63]=[CH:62][CH:61]=[CH:60][CH:59]=2)=[O:55])[C:31]2[CH:36]=[CH:35][CH:34]=[CH:33][C:32]=2[C:37]([O:39][CH:40]([C:41]2[CH:42]=[CH:43][CH:44]=[CH:45][CH:46]=2)[C:47]2[CH:52]=[CH:51][CH:50]=[CH:49][CH:48]=2)=[O:38])=[C:26]([CH2:65][CH3:66])[CH:25]=1)[C:67]([NH:75][CH2:79][CH2:2][CH2:3][CH2:4][CH2:5][O:6][C:7]1[CH:16]=[CH:15][CH:14]=[C:13]([OH:17])[C:8]=1[C:9]([O:11][CH3:12])=[O:10])=[O:69])(=[O:20])[CH3:19] |f:2.3|. Procedure: Methyl 2-(4-aminobutoxy)-6-hydroxybenzoate (42 mg, 0.12 mmol), N-acetyl-4-{2-[(benzhydryloxy)carbonyl][(benzyloxy)(oxo)acetyl]anilino}-3-ethylphenylalanine (70 mg, 0.1 mmol), 2-(1H-benzotriazole-1-yl)-1,1,3,3-tetramethyluronium tetrafluoroborate (32 mg, 0.1 mmol) and diisopropylethylamine (70 μL, 0.4 mmol) in N,N-dimethylformamide (1 mL) was stirred at ambient temperature overnight, diluted with ethyl acetate and washed with aqueous NaHCO3 (1×30 mL), brine (2×30 mL), dried (MgSO4), filtered and ... The reactants are C[C@@H]1CC[C@H](CC1)NC(C=CC1=CC(=C(C=C1)OCCCC(=O)O)OC)=O (N-(trans-4-methylcyclohexyl)-4-(3-carboxypropoxy) -3-methoxycinnamamide). The reagents and catalysts are [C].[Pd] (palladium-carbon). The solvent is CO (methanol). The product is C[C@@H]1CC[C@H](CC1)NC(CCC1=CC(=C(C=C1)OCCCC(=O)O)OC)=O (N-(trans-4-methylcyclohexyl) -3-[4-(3-carboxypropoxy)-3-methoxyphenyl]propionamide). Isolated yield 64.7%. RXN SMILES: [CH3:1][C@H:2]1[CH2:7][CH2:6][C@H:5]([NH:8][C:9](=[O:27])[CH:10]=[CH:11][C:12]2[CH:17]=[CH:16][C:15]([O:18][CH2:19][CH2:20][CH2:21][C:22]([OH:24])=[O:23])=[C:14]([O:25][CH3:26])[CH:13]=2)[CH2:4][CH2:3]1>[C].[Pd].CO>[CH3:1][C@H:2]1[CH2:7][CH2:6][C@H:5]([NH:8][C:9](=[O:27])[CH2:10][CH2:11][C:12]2[CH:17]=[CH:16][C:15]([O:18][CH2:19][CH2:20][CH2:21][C:22]([OH:24])=[O:23])=[C:14]([O:25][CH3:26])[CH:13]=2)[CH2:4][CH2:3]1 |f:1.2|. Procedure details: Using 0.2 g of N-(trans-4-methylcyclohexyl)-4-(3-carboxypropoxy) -3-methoxycinnamamide (Example 175), 0.01 g of 10% palladium-carbon, and 35 ml of methanol, a reaction similar to that conducted in Example 147 was carried out. As a result, 0.13 g of N-(trans-4-methylcyclohexyl) -3-[4-(3-carboxypropoxy)-3-methoxyphenyl]propionamide (a compound of the present invention) was obtained as white crystal, which had the following physiochemical properties: Reactants: cyclopropyl methylaldehyde, C(C1=CC=CC=C1)N1C(COCC1)=O (4-benzyl-morpholin-3-one), C(C)(C)[N-]C(C)C.[Li+] (lithium diisopropylamide), solution, C1CCOC1 (THF). Reaction conditions: temperature -78 celsius, time 1 hour. The product is C(C1=CC=CC=C1)N1C(C(OCC1)C(O)C1CC1)=O (4-Benzyl-2-(cyclopropyl-hydroxy-methyl)-morpholin-3-one), C(C1=CC=CC=C1)N1C(COCC1)=O (4-benzyl-morpholin-3-one). As a reaction SMILES: [CH2:1]([N:8]1[CH2:13][CH2:12][O:11][CH2:10][C:9]1=[O:14])[C:2]1[CH:7]=[CH:6][CH:5]=[CH:4][CH:3]=1.C([N-]C(C)C)(C)C.[Li+].[CH2:23]1[CH2:27][O:26][CH2:25][CH2:24]1>>[CH2:1]([N:8]1[CH2:13][CH2:12][O:11][CH:10]([CH:25]([CH:24]2[CH2:23][CH2:27]2)[OH:26])[C:9]1=[O:14])[C:2]1[CH:3]=[CH:4][CH:5]=[CH:6][CH:7]=1.[CH2:1]([N:8]1[CH2:13][CH2:12][O:11][CH2:10][C:9]1=[O:14])[C:2]1[CH:3]=[CH:4][CH:5]=[CH:6][CH:7]=1 |f:1.2|. Procedure: To a solution of 4-benzyl-morpholin-3-one (9.5 g, 50 mmol) in THF (200 mL) is added lithium diisopropylamide (2M solution in THE, 27 mL, 54 mmol, 1.1 eq) dropwise over 20 minutes at −78° C. followed by slow addition of cyclopropyl methylaldehyde (3.85 mL, 55 mmol, 1.1 eq). After stirring at −78° C. for one hour the reaction mixture is allowed to warm to room temperature and stirred for another 6 hours. The reaction is quenched by addition of EtOAc and brine. The aqueous layer is extracted with E...